Dataset: the Open Reaction Database (ORD), a public repository of structured organic reaction records. Task: describe an organic reaction: reactants, conditions, products, and yield Reactants: C(C)OC(C(C)(C)OC1=C(C=C(C=C1)OCCC=1N=C(OC1C)C1=CC=CC=C1)CO)=O (2-{2-hydroxymethyl-4-[2-(5-methyl-2-phenyl-oxazol-4-yl)-ethoxy]-phenoxy}-2-methyl-propionic acid ethyl ester), CCOC(=O)C (EtOAc), C1(=CC=CC=C1)P(C1=CC=CC=C1)C1=CC=CC=C1 (triphenylphosphine), C(Br)(Br)(Br)Br (CBr4). Run in C1CCOC1 (THF). Run at time 1 hour. Product: C(C)OC(C(C)(C)OC1=C(C=C(C=C1)OCCC=1N=C(OC1C)C1=CC=CC=C1)CBr)=O (2-{2-Bromomethyl-4-[2-(5-methyl-2-phenyl-oxazol-4-yl)-ethoxy]-phenoxy}-2-methyl-propionic acid ethyl ester). Isolated yield 84.0%. Reaction SMILES: [CH2:1]([O:3][C:4](=[O:32])[C:5]([O:8][C:9]1[CH:14]=[CH:13][C:12]([O:15][CH2:16][CH2:17][C:18]2[N:19]=[C:20]([C:24]3[CH:29]=[CH:28][CH:27]=[CH:26][CH:25]=3)[O:21][C:22]=2[CH3:23])=[CH:11][C:10]=1[CH2:30]O)([CH3:7])[CH3:6])[CH3:2].C1(P(C2C=CC=CC=2)C2C=CC=CC=2)C=CC=CC=1.C(Br)(Br)(Br)[Br:53].CCOC(C)=O>C1COCC1>[CH2:1]([O:3][C:4](=[O:32])[C:5]([O:8][C:9]1[CH:14]=[CH:13][C:12]([O:15][CH2:16][CH2:17][C:18]2[N:19]=[C:20]([C:24]3[CH:29]=[CH:28][CH:27]=[CH:26][CH:25]=3)[O:21][C:22]=2[CH3:23])=[CH:11][C:10]=1[CH2:30][Br:53])([CH3:7])[CH3:6])[CH3:2]. Procedure details: A 100 mL round bottomed flask was charged with 2-{2-hydroxymethyl-4-[2-(5-methyl-2-phenyl-oxazol-4-yl)-ethoxy]-phenoxy}-2-methyl-propionic acid ethyl ester (1.0 g, 2.25 mmol), dissolved in anhydrous THF (75 mL), and then of triphenylphosphine (1.18 g, 4.50 mmol) and CBr4 (1.49 g, 4.50 mmol). The mixture was stirred at ambient temperature under a nitrogen atmosphere for 1 h and was poured into EtOAc (135 mL). The organic layer was washed with brine (50 mL), dried (Na2SO4), and concentrated. The c...